From a dataset of the Open Reaction Database (ORD), a public repository of structured organic reaction records. describe an organic reaction: reactants, conditions, products, and yield The reactants are C(C)(C)(C)N=NC(C)(C)Cl (2-t-butylazo-2-chloropropane), [S-]C#N.[Na+] (sodium thiocyanate), O (water). The solvent is CO (methanol). Reaction conditions: time 15 minute. Yields the product C(C)(C)(C)N=NC(C)(C)SC#N (2-t-Butylazo-2-thiocyanatopropane). Reaction SMILES: [S-:1][C:2]#[N:3].[Na+].[C:5]([N:9]=[N:10][C:11](Cl)([CH3:13])[CH3:12])([CH3:8])([CH3:7])[CH3:6].O>CO>[C:5]([N:9]=[N:10][C:11]([S:1][C:2]#[N:3])([CH3:13])[CH3:12])([CH3:8])([CH3:7])[CH3:6] |f:0.1|. Reported procedure: To a stirred solution of 9.72 grams (0.12 moles) of sodium thiocyanate in 50 ml methanol in a 125 ml erlenmeyer flask was slowly added 16.25 grams (0.1 mole) of 2-t-butylazo-2-chloropropane while holding the reaction temperature at 5° C. with an ice bath. After the addition was complete, the reaction was stirred an additional 15 minutes and poured into 300 ml water. The solids which formed were filtered off and pulled semi-dry on the filter funnel. The crystals were dissolved in pentane, dried o... Starting materials: CC(C)(C)[Si](C)(C)OCCBr, O=C([O-])[O-], CN(C)C=O, CCOC(C)=O, O=Cc1cc(Cl)ccc1O, [K+], [K+]. Product: CC(C)(C)[Si](C)(C)OCCOc1ccc(Cl)cc1C=O. Reaction SMILES: [Br:17][CH2:18][CH2:19][O:20][Si:21]([CH3:22])([CH3:23])[C:24]([CH3:25])([CH3:26])[CH3:27].[C:11](=[O:12])([O-:13])[O-:14].[CH3:28][N:29]([CH3:30])[CH:31]=[O:32].[CH3:33][CH2:34][O:35][C:36](=[O:37])[CH3:38].[Cl:1][c:2]1[cH:3][cH:4][c:5]([OH:10])[c:6]([CH:7]=[O:8])[cH:9]1.[K+:15].[K+:16]>>[Cl:1][c:2]1[cH:3][cH:4][c:5]([O:10][CH2:18][CH2:19][O:20][Si:21]([CH3:22])([CH3:23])[C:24]([CH3:25])([CH3:26])[CH3:27])[c:6]([CH:7]=[O:8])[cH:9]1. Starting materials: C(=O)(O)C1=NC2=CC=CC=C2C(=C1)C(=O)OC (2-carboxy-4-methoxycarbonylquinoline), C(C)OC(=O)N1CCN(CC1)C(=O)C(CCC(=O)OC(C)(C)C)N (4-ethoxycarbonyl-1-(1-amino-3-(1,1-dimethylethoxycarbonyl)propyl)carbonylpiperazine), CCN=C=NCCCN(C)C.Cl (EDCl), C=1C=CC2=C(C1)N=NN2O (HOBt). Run in C(C)(=O)OCC (ethyl acetate), C1CCOC1 (THF). Run at time 8 hour. Product: C(C)OC(=O)N1CCN(CC1)C(=O)C(CCC(=O)OC(C)(C)C)C1=NC2=CC=CC=C2C(=C1C(=O)N)C(=O)OC (2-[1-(4-(ethoxycarbonyl)piperazin-1-yl)carbonyl-3-(1,1-dimethylethoxycarbonyl)propyl]-aminocarbonyl-4-(methoxycarbonyl)quinoline). The yield is 49.8%. As a reaction SMILES: C([C:4]1[CH:13]=[C:12]([C:14]([O:16][CH3:17])=[O:15])[C:11]2[C:6](=[CH:7][CH:8]=[CH:9][CH:10]=2)[N:5]=1)(O)=O.[CH2:18]([O:20][C:21]([N:23]1[CH2:28][CH2:27][N:26]([C:29]([CH:31](N)[CH2:32][CH2:33][C:34]([O:36][C:37]([CH3:40])([CH3:39])[CH3:38])=[O:35])=[O:30])[CH2:25][CH2:24]1)=[O:22])[CH3:19].CCN=C=NCCC[N:50]([CH3:52])C.Cl.C1C=CC2N([OH:63])N=NC=2C=1>C1COCC1.C(OCC)(=O)C>[CH2:18]([O:20][C:21]([N:23]1[CH2:28][CH2:27][N:26]([C:29]([CH:31]([C:4]2[C:13]([C:52]([NH2:50])=[O:63])=[C:12]([C:14]([O:16][CH3:17])=[O:15])[C:11]3[C:6](=[CH:7][CH:8]=[CH:9][CH:10]=3)[N:5]=2)[CH2:32][CH2:33][C:34]([O:36][C:37]([CH3:40])([CH3:39])[CH3:38])=[O:35])=[O:30])[CH2:25][CH2:24]1)=[O:22])[CH3:19] |f:2.3|. Procedure details: To a mixture of 2,4-dicarboxyquinoline (1.085 g, 5 mmol) in methanol (40 mL) was added chlorotrimethylsilane (TMSCl) (1.41 mL), and the reaction mixture was stirred overnight. The reaction mixture turned into a clear solution. The solvents were evaporated to yield a crude product, 2-carboxy-4-methoxycarbonylquinoline. To a solution of 2-carboxy-4-methoxycarbonylquinoline (151 mg, 0.65 mmol) in THF (10 mL) was added 4-ethoxycarbonyl-1-(1-amino-3-(1,1-dimethylethoxycarbonyl)propyl)carbonylpiperazi...